The task is: describe an organic reaction: reactants, conditions, products, and yield. This data is from the Open Reaction Database (ORD), a public repository of structured organic reaction records. Reactants: COC(=O)C=Cc1c(Cl)cc(Br)cc1Cl, CSC, ClCCl, O=[O+][O-]. Yields the product O=Cc1c(Cl)cc(Br)cc1Cl. RXN SMILES: [Br:1][c:2]1[cH:3][c:4]([Cl:15])[c:5]([CH:9]=[CH:10][C:11]([O:12][CH3:13])=[O:14])[c:6]([Cl:8])[cH:7]1.[CH3:19][S:20][CH3:21].[Cl:22][CH2:23][Cl:24].[O-:16][O+:17]=[O:18]>>[Br:1][c:2]1[cH:3][c:4]([Cl:15])[c:5]([CH:9]=[O:16])[c:6]([Cl:8])[cH:7]1.